Dataset: the Open Reaction Database (ORD), a public repository of structured organic reaction records. Task: describe an organic reaction: reactants, conditions, products, and yield The reactants are C, CCO, [H][H], Cc1ccnc(N)c1[N+](=O)[O-], [Pd]. Product: Cc1ccnc(N)c1N. RXN SMILES: [C:17].[CH3:14][CH2:15][OH:16].[H:12][H:13].[NH2:1][c:2]1[n:3][cH:4][cH:5][c:6]([CH3:11])[c:7]1[N+:8]([O-:9])=[O:10].[Pd:18]>>[NH2:1][c:2]1[n:3][cH:4][cH:5][c:6]([CH3:11])[c:7]1[NH2:8]. The reactants are C(C)OC(CCCCCCC1(CCCC1=O)C(=O)OC)=O (ethyl-7-(1'-methoxycarbonyl-5'-oxocyclopentyl)-heptanoate), S(O)(O)(=O)=O (sulfuric acid). Run in O (water). Run at time 48 hour. Yields the product O=C1C(CCC1)CCCCCCC(=O)O (7(2-oxocyclopentyl)-heptanoic acid). Reaction SMILES: C([O:3][C:4](=[O:21])[CH2:5][CH2:6][CH2:7][CH2:8][CH2:9][CH2:10][C:11]1(C(OC)=O)[C:15](=[O:16])[CH2:14][CH2:13][CH2:12]1)C.S(=O)(=O)(O)O>O>[O:16]=[C:15]1[CH2:14][CH2:13][CH2:12][CH:11]1[CH2:10][CH2:9][CH2:8][CH2:7][CH2:6][CH2:5][C:4]([OH:21])=[O:3]. Procedure details: A suspension of 10.9 g. of ethyl-7-(1'-methoxycarbonyl-5'-oxocyclopentyl)-heptanoate in 100 ml. of distilled water containing 6 g. of conc. sulfuric acid was refluxed under nitrogen. Progress of the reaction was followed by gas chromatography/mass spectroscopy analysis of a sample at intervals. After 48 hours the reaction was virtually complete and the mixture was cooled and extracted with one volume of ethyl ether. The aqueous layer was separated and extracted and extracted again with one volum... Reactants: O=C([O-])[O-], COS(=O)(=O)OC, CC(C)=O, O=C1CN=C(c2cccc(C(F)(F)F)c2)c2ccccc2N1, [K+], [K+]. Yields the product CN1C(=O)CN=C(c2cccc(C(F)(F)F)c2)c2ccccc21. RXN SMILES: [C:30](=[O:31])([O-:32])[O-:33].[CH3:23][O:24][S:25]([O:26][CH3:27])(=[O:28])=[O:29].[CH3:36][C:37](=[O:38])[CH3:39].[F:1][C:2]([c:3]1[cH:4][c:5]([C:9]2=[N:10][CH2:11][C:12](=[O:20])[NH:13][c:14]3[c:15]2[cH:16][cH:17][cH:18][cH:19]3)[cH:6][cH:7][cH:8]1)([F:21])[F:22].[K+:34].[K+:35]>>[F:1][C:2]([c:3]1[cH:4][c:5]([C:9]2=[N:10][CH2:11][C:12](=[O:20])[N:13]([CH3:23])[c:14]3[c:15]2[cH:16][cH:17][cH:18][cH:19]3)[cH:6][cH:7][cH:8]1)([F:21])[F:22]. Reactants: ClC1=C(CN2C(=NC3=C2C=CC=C3)C)C=CC(=C1)Cl (1-(2,4-dichlorobenzyl)-2-methylbenzimidazole), ClS(=O)(=O)O (chlorosulfonic acid), ice water. Reaction conditions: temperature 80 celsius, time 1.5 hour. The product is ClS(=O)(=O)C=1C=CC2=C(N(C(=N2)C)CC2=C(C=C(C=C2)Cl)Cl)C1 (6-chlorosulfonyl-1-(2,4-dichlorobenzyl)-2-methylbenzimidazole). Reaction SMILES: [Cl:1][C:2]1[CH:18]=[C:17]([Cl:19])[CH:16]=[CH:15][C:3]=1[CH2:4][N:5]1[C:9]2[CH:10]=[CH:11][CH:12]=[CH:13][C:8]=2[N:7]=[C:6]1[CH3:14].[Cl:20][S:21](O)(=[O:23])=[O:22]>>[Cl:20][S:21]([C:11]1[CH:12]=[CH:13][C:8]2[N:7]=[C:6]([CH3:14])[N:5]([CH2:4][C:3]3[CH:15]=[CH:16][C:17]([Cl:19])=[CH:18][C:2]=3[Cl:1])[C:9]=2[CH:10]=1)(=[O:23])=[O:22]. Procedure details: In an ice bath, 1-(2,4-dichlorobenzyl)-2-methylbenzimidazole (4.00 g) is added to chlorosulfonic acid (20 ml) and the solution is stirred for 24 hours at room temperature and at 1.5 hours at 80° C. The reaction solution is poured into ice water, precipitated gummy solids are separated through filtration, and thus, a mixture of 5-chlorosulfonyl-1-(2,4-dichlorobenzyl)-2-methylbenzimidazole and 6-chlorosulfonyl-1-(2,4-dichlorobenzyl)-2-methylbenzimidazole is obtained. This material is immediately u... Reactants: Cc1ccc(NC(=O)c2ccnc(N3CCOCC3)c2)cc1NC(=O)c1cccc(Cl)c1[N+](=O)[O-], CNCCCN(C)C. Product: Cc1ccc(NC(=O)c2ccnc(N3CCOCC3)c2)cc1NC(=O)c1cccc(N(C)CCCN(C)C)c1[N+](=O)[O-]. RXN SMILES: [CH3:1][c:2]1[c:3]([NH:23][C:24]([c:25]2[c:26]([N+:32](=[O:33])[O-:34])[c:27]([Cl:31])[cH:28][cH:29][cH:30]2)=[O:35])[cH:4][c:5]([NH:8][C:9](=[O:10])[c:11]2[cH:12][c:13]([N:17]3[CH2:18][CH2:19][O:20][CH2:21][CH2:22]3)[n:14][cH:15][cH:16]2)[cH:6][cH:7]1.[CH3:36][N:37]([CH2:38][CH2:39][CH2:40][NH:41][CH3:42])[CH3:43]>>[CH3:1][c:2]1[c:3]([NH:23][C:24]([c:25]2[c:26]([N+:32](=[O:33])[O-:34])[c:27]([N:41]([CH2:40][CH2:39][CH2:38][N:37]([CH3:36])[CH3:43])[CH3:42])[cH:28][cH:29][cH:30]2)=[O:35])[cH:4][c:5]([NH:8][C:9](=[O:10])[c:11]2[cH:12][c:13]([N:17]3[CH2:18][CH2:19][O:20][CH2:21][CH2:22]3)[n:14][cH:15][cH:16]2)[cH:6][cH:7]1. Starting materials: solution, [OH-].[Na+] (NaOH), O=P(Cl)(Cl)Cl (POCl3), [N+](=O)([O-])C1=C(OC(C(=O)O)C)C=CC=C1 (2-(2-nitrophenoxy)propanoic acid), NNC(=S)N (thiosemicarbazide), P(=O)(Cl)(Cl)Cl (phosphorous oxychloride). Run in O1CCOCC1 (dioxane), O (water). Reaction conditions: time 20 minute. Product: [N+](=O)([O-])C1=C(OC(C)C2=NN=C(S2)N)C=CC=C1 (5-[1-(2-nitrophenoxy) ethyl]-2-amino-1,3,4-thiadiazole). RXN SMILES: [N+:1]([C:4]1[CH:15]=[CH:14][CH:13]=[CH:12][C:5]=1[O:6][CH:7]([CH3:11])[C:8](O)=O)([O-:3])=[O:2].[NH2:16][NH:17][C:18]([NH2:20])=[S:19].P(Cl)(Cl)(Cl)=O.[OH-].[Na+]>O.O1CCOCC1>[N+:1]([C:4]1[CH:15]=[CH:14][CH:13]=[CH:12][C:5]=1[O:6][CH:7]([C:8]1[S:19][C:18]([NH2:20])=[N:17][N:16]=1)[CH3:11])([O-:3])=[O:2] |f:3.4|. Reported procedure: A 100 milliliter, 3-neck flask adapted with a Claisen adaptor, paddle stirrer, thermometer, an addition funnel and condenser, was charged with 8.4 grams (0.040 moles) of 2-(2-nitrophenoxy)propanoic acid, (3.6 grams, 0.040 mole) of thiosemicarbazide and 30 ml. of dioxane. The slurry was heated to 90° centigrade and the addition funnel was charged with phosphorous oxychloride (POCl3). The POCl3 (6.7 grams, 0.044 mole) was slowly added (for 26 minutes) while maintaining the temperature within 90°-9... Starting materials: OC1=CC=C(C(=O)CNC2=C(C=CC(=C2)OC)C2CC=3C=CC(=CC3CC2)OC(C(C)(C)C)=O)C=C1 (pivalic acid 6-{2-[(4-hydroxybenzoyl)methylamino]-4-methoxyphenyl}-5,6,7,8-tetrahydronaphthalen-2-yl ester), N1(CCC1)C(CCl)=O (1-azetidin-1-yl-2-chloroethanone). The product is N1(CCC1)CCOC1=CC=C(CCNC2=C(C=CC(=C2)OC)C2CC=3C=CC(=CC3CC2)O)C=C1 (6-{2-{[4-(2-Azetidin-1-ylethoxy)benzyl]methylamino}-4-methoxyphenyl}-5,6,7,8-tetrahydronaphthalen-2-ol). Isolated yield 19.8%. RXN SMILES: [OH:1][C:2]1[CH:36]=[CH:35][C:5]([C:6]([CH2:8][NH:9][C:10]2[CH:15]=[C:14]([O:16][CH3:17])[CH:13]=[CH:12][C:11]=2[CH:18]2[CH2:27][CH2:26][C:25]3[CH:24]=[C:23]([O:28]C(=O)C(C)(C)C)[CH:22]=[CH:21][C:20]=3[CH2:19]2)=O)=[CH:4][CH:3]=1.[N:37]1([C:41](=O)[CH2:42]Cl)[CH2:40][CH2:39][CH2:38]1>>[N:37]1([CH2:41][CH2:42][O:1][C:2]2[CH:36]=[CH:35][C:5]([CH2:6][CH2:8][NH:9][C:10]3[CH:15]=[C:14]([O:16][CH3:17])[CH:13]=[CH:12][C:11]=3[CH:18]3[CH2:27][CH2:26][C:25]4[CH:24]=[C:23]([OH:28])[CH:22]=[CH:21][C:20]=4[CH2:19]3)=[CH:4][CH:3]=2)[CH2:40][CH2:39][CH2:38]1. Procedure details: Synthesized from pivalic acid 6-{2-[(4-hydroxybenzoyl)methylamino]-4-methoxyphenyl}-5,6,7,8-tetrahydronaphthalen-2-yl ester (25 mg) and 1-azetidin-1-yl-2-chloroethanone (14 mg) according to an analogous synthetic method to Example 404 and purified by LC-MS, the title compound (4.8 mg) was obtained. Starting materials: CCOC(=O)N1C(=O)c2ccccc2C1=O, CC#N, COc1ccc(C(N)CC(=O)O)cc1OC1CCCC1, [Na+], [Na+], O=C([O-])[O-], O. Yields the product COc1ccc(C(CC(=O)O)N2C(=O)c3ccccc3C2=O)cc1OC1CCCC1. RXN SMILES: [CH2:27]([O:28][C:29]([N:30]1[C:33](=[O:42])[c:34]2[c:35]([cH:38][cH:39][cH:40][cH:41]2)[C:36]1=[O:37])=[O:31])[CH3:32].[CH3:43][C:44]#[N:45].[NH2:1][CH:2]([CH2:3][C:4](=[O:5])[OH:6])[c:7]1[cH:8][c:9]([O:15][CH:16]2[CH2:17][CH2:18][CH2:19][CH2:20]2)[c:10]([O:13][CH3:14])[cH:11][cH:12]1.[Na+:21].[Na+:22].[O-:23][C:24](=[O:25])[O-:26].[OH2:46]>>[N:1]1([CH:2]([CH2:3][C:4](=[O:5])[OH:6])[c:7]2[cH:8][c:9]([O:15][CH:16]3[CH2:17][CH2:18][CH2:19][CH2:20]3)[c:10]([O:13][CH3:14])[cH:11][cH:12]2)[C:33](=[O:42])[c:34]2[c:35]([cH:38][cH:39][cH:40][cH:41]2)[C:36]1=[O:37].